This data is from the Open Reaction Database (ORD), a public repository of structured organic reaction records. The task is: describe an organic reaction: reactants, conditions, products, and yield Starting materials: ClC1=CN=CC(=N1)N1C=NC2=C1C=C(C=C2)N (1-(6-chloropyrazin-2-yl)-1H-benzimidazol-6-amine), C(C)(C)N (isopropylamine), CCN(C(C)C)C(C)C (DIPEA). The solvent is C(C)OC(C)O (ethoxyethanol). The product is C(C)(C)NC1=CN=CC(=N1)N1C=NC2=C1C=C(C=C2)N (1-[6-(Isopropylamino)pyrazin-2-yl]-1H-benzimidazol-6-amine). As a reaction SMILES: Cl[C:2]1[N:7]=[C:6]([N:8]2[C:12]3[CH:13]=[C:14]([NH2:17])[CH:15]=[CH:16][C:11]=3[N:10]=[CH:9]2)[CH:5]=[N:4][CH:3]=1.[CH:18]([NH2:21])([CH3:20])[CH3:19].CCN(C(C)C)C(C)C>C(OC(O)C)C>[CH:18]([NH:21][C:2]1[N:7]=[C:6]([N:8]2[C:12]3[CH:13]=[C:14]([NH2:17])[CH:15]=[CH:16][C:11]=3[N:10]=[CH:9]2)[CH:5]=[N:4][CH:3]=1)([CH3:20])[CH3:19]. Reported procedure: A solution of 1-(6-chloropyrazin-2-yl)-1H-benzimidazol-6-amine (100 mg, 0.41 mmol) and isopropylamine (350 μL, 4.1 mmol) in ethoxyethanol (2 mL) containing DIPEA (140 μL) was heated in a sealed tube overnight under N2. The solution was concentrated under reduced pressure and the residue dissolved in EtOAc (20 mL) and washed successively with H2O (20 mL) and brine (20 mL). After drying (Na2SO4) the solvent was removed under reduced pressure and the residue chromatographed eluting with dichloromet... The reactants are CO, COC(=O)c1cc(I)ccc1OC, [Na+], [OH-]. The product is COc1ccc(I)cc1C(=O)O. Reaction SMILES: [CH3:16][OH:17].[I:1][c:2]1[cH:3][cH:4][c:5]([O:12][CH3:13])[c:6]([C:7](=[O:8])[O:9][CH3:10])[cH:11]1.[Na+:15].[OH-:14]>>[I:1][c:2]1[cH:3][cH:4][c:5]([O:12][CH3:13])[c:6]([C:7](=[O:8])[OH:9])[cH:11]1. Reactants: BrC=1C=CC(=C(C1)C1C2(C(NC(C1)=O)C1=C(C=CC(=C1)F)F)C(NC1=CC(=CC=C12)Cl)=O)OC(C)(C)C(=O)OCC (racemic (2′R,3S,4′R)-4′-[5-bromo-2-(1-ethoxycarbonyl-1-methyl-ethoxy)-phenyl]-6-chloro-2′-(2,5-difluorophenyl)spiro[3H-indole-3,3′-piperidine]-2,6′(1H)-dione), [OH-].[Na+] (NaOH). Solvent: CO (methanol), O (water). Conditions: temperature 70 celsius. Yields the product BrC=1C=CC(=C(C1)C1C2(C(NC(C1)=O)C1=C(C=CC(=C1)F)F)C(NC1=CC(=CC=C12)Cl)=O)OC(C)(C)C(=O)O (racemic (2′R,3S,4′R)-4′-[5-bromo-2-(1-hydroxycarbonyl-1-methyl-ethoxy)-phenyl]-6-chloro-2′-(2,5-difluorophenyl)spiro[3H-indole-3,3′-piperidine]-2,6′(1H)-dione). Isolated yield 67.9%. As a reaction SMILES: [Br:1][C:2]1[CH:3]=[CH:4][C:5]([O:33][C:34]([C:37]([O:39]CC)=[O:38])([CH3:36])[CH3:35])=[C:6]([CH:8]2[CH2:13][C:12](=[O:14])[NH:11][CH:10]([C:15]3[CH:20]=[C:19]([F:21])[CH:18]=[CH:17][C:16]=3[F:22])[C:9]32[C:30]2[C:25](=[CH:26][C:27]([Cl:31])=[CH:28][CH:29]=2)[NH:24][C:23]3=[O:32])[CH:7]=1.[OH-].[Na+]>CO.O>[Br:1][C:2]1[CH:3]=[CH:4][C:5]([O:33][C:34]([C:37]([OH:39])=[O:38])([CH3:35])[CH3:36])=[C:6]([CH:8]2[CH2:13][C:12](=[O:14])[NH:11][CH:10]([C:15]3[CH:20]=[C:19]([F:21])[CH:18]=[CH:17][C:16]=3[F:22])[C:9]32[C:30]2[C:25](=[CH:26][C:27]([Cl:31])=[CH:28][CH:29]=2)[NH:24][C:23]3=[O:32])[CH:7]=1 |f:1.2|. Procedure: To a mixture of racemic (2′R,3S,4′R)-4′-[5-bromo-2-(1-ethoxycarbonyl-1-methyl-ethoxy)-phenyl]-6-chloro-2′-(2,5-difluorophenyl)spiro[3H-indole-3,3′-piperidine]-2,6′(1H)-dione (120 mg, 0.19 mmol) in methanol (4 mL) was added a solution of NaOH (24 mg, 0.6 mmol) in water (2 mL). The mixture was heated at 70° C. for 3 h, evaporated to remove most of methanol, cooled to room temperature, and acidified to “pH” 1 with aqueous HCl solution. The precipitate was collected and dried to give product as a wh... Starting materials: CCO, O=[N+]([O-])c1cccc(CCO)c1. The product is Nc1cccc(CCO)c1. RXN SMILES: [CH3:13][CH2:14][OH:15].[N+:1]([O-:2])(=[O:3])[c:4]1[cH:5][c:6]([CH2:7][CH2:8][OH:9])[cH:10][cH:11][cH:12]1>>[NH2:1][c:4]1[cH:5][c:6]([CH2:7][CH2:8][OH:9])[cH:10][cH:11][cH:12]1. Starting materials: C[C@H]([C@@H]1CC[C@H]([C@H](O1)O[C@@H]2[C@H](C[C@H]([C@@H]([C@H]2O)O[C@@H]3[C@@H]([C@H]([C@@](CO3)(C)O)NC)O)N)N)N)NC (Gentamicin), Sephadex, C1=CC2=C(C=C1N=C=S)C(=O)OC23C4=C(C=C(C=C4)O)OC5=C3C=CC(=C5)O (fluorescein isothiocyanate), reaction mixture. Conditions: time 2 hour. Procedure details: Gentamicin (1mM) and fluorescein isothiocyanate (FITC) (1.25mM) were allowed to react in 0.05M sodium carbonate/bicarbonate buffer, pH 9.0, for 2 hours at room temperature. 2ml of the reaction mixture was applied to a column (1 × 97cm) of G-15 grade Sephadex and eluted with carbonate/bicarbonate buffer as above, with a flow rate of 1.8ml/h. Column fractions (1.8ml) were assayed for gentamicin content by radio-immunoassay and for fluorescein content by fluorimetry. FIG. 1 of the accompanying draw... Yields the product C=1C=CC(=C(C1)C2=C3C=CC(=O)C=C3OC4=C2C=CC(=C4)O)C(=O)O (fluorescein). The solvent is C([O-])([O-])=O.[Na+].[Na+].C([O-])(O)=O (sodium carbonate bicarbonate). Reaction SMILES: C[C@@H](NC)[C@H]1O[C@H](O[C@H]2[C@H](O)[C@@H](O[C@H]3OC[C@@](O)(C)[C@H](NC)[C@H]3O)[C@H](N)C[C@@H]2N)[C@H](N)CC1.[CH:34]1[C:39](N=C=S)=[CH:38][C:37]2[C:43]([O:45][C:46]3([C:56]4[CH:57]=[CH:58][C:59]([OH:61])=[CH:60][C:55]=4[O:54][C:48]4[CH:49]=[C:50]([OH:53])[CH:51]=[CH:52][C:47]3=4)[C:36]=2[CH:35]=1)=[O:44]>C(=O)([O-])[O-].[Na+].[Na+].C(=O)(O)[O-]>[CH:34]1[CH:39]=[CH:38][C:37]([C:43]([OH:45])=[O:44])=[C:36]([C:46]2[C:47]3[CH:52]=[CH:51][C:50]([OH:53])=[CH:49][C:48]=3[O:54][C:55]3[C:56]=2[CH:57]=[CH:58][C:59]([CH:60]=3)=[O:61])[CH:35]=1 |f:2.3.4.5|. The reactants are C(#N)C1CCN(CC1)C(=O)N1CC(CC(C1)C1=CC=C(C=C1)C(F)(F)F)C(=O)O (1-[(4-Cyanopiperidin-1-yl)carbonyl]-5-[4-(trifluoromethyl)phenyl]piperidine-3-carboxylic acid), ClC1=C(C=CC=C1)C(N)=NO (2-chloro-N′-hydroxybenzenecarboximidamide). The product is ClC1=C(C=CC=C1)C1=NOC(=N1)C1CN(CC(C1)C1=CC=C(C=C1)C(F)(F)F)C(=O)N1CCC(CC1)C#N (1-({3-[3-(2-Chlorophenyl)-1,2,4-oxadiazol-5-yl]-5-[4-(trifluoromethyl)phenyl]piperidin-1-yl}-carbonyl)piperidine-4-carbonitrile). As a reaction SMILES: [C:1]([CH:3]1[CH2:8][CH2:7][N:6]([C:9]([N:11]2[CH2:16][CH:15]([C:17]3[CH:22]=[CH:21][C:20]([C:23]([F:26])([F:25])[F:24])=[CH:19][CH:18]=3)[CH2:14][CH:13]([C:27]([OH:29])=O)[CH2:12]2)=[O:10])[CH2:5][CH2:4]1)#[N:2].[Cl:30][C:31]1[CH:36]=[CH:35][CH:34]=[CH:33][C:32]=1[C:37](=[N:39]O)[NH2:38]>>[Cl:30][C:31]1[CH:36]=[CH:35][CH:34]=[CH:33][C:32]=1[C:37]1[N:39]=[C:27]([CH:13]2[CH2:14][CH:15]([C:17]3[CH:22]=[CH:21][C:20]([C:23]([F:26])([F:24])[F:25])=[CH:19][CH:18]=3)[CH2:16][N:11]([C:9]([N:6]3[CH2:7][CH2:8][CH:3]([C:1]#[N:2])[CH2:4][CH2:5]3)=[O:10])[CH2:12]2)[O:29][N:38]=1. Reported procedure: 100 mg (0.244 mmol) of 1-[(4-cyanopiperidin-1-yl)carbonyl]-5-[4-(trifluoromethyl)phenyl]piperidine-3-carboxylic acid (Example 100A) and 45.8 mg (0.269 mmol) of 2-chloro-N′-hydroxybenzenecarboximidamide were reacted according to the General Method 1. Yield: 72.4 mg (55% of theory). The reactants are NC=1C=NC2=CC=CC=C2C1NCCC1=CC=CC=C1 (3-amino-4-[2-(phenyl)ethylamino]quinoline), C(C)(OCC)(OCC)OCC (triethyl orthoacetate). The solvent is C(C)(=O)O (acetic acid). The product is CC=1N(C2=C(C=NC=3C=CC=CC23)N1)CCC1=CC=CC=C1 (2-methyl-1-[2-(phenyl)ethyl]-1H-imidazo[4,5-c]-quinoline). Reaction SMILES: [NH2:1][C:2]1[CH:3]=[N:4][C:5]2[C:10]([C:11]=1[NH:12][CH2:13][CH2:14][C:15]1[CH:20]=[CH:19][CH:18]=[CH:17][CH:16]=1)=[CH:9][CH:8]=[CH:7][CH:6]=2.[C:21](OCC)(OCC)(OCC)[CH3:22]>C(O)(=O)C>[CH3:21][C:22]1[N:12]([CH2:13][CH2:14][C:15]2[CH:20]=[CH:19][CH:18]=[CH:17][CH:16]=2)[C:11]2[C:10]3[CH:9]=[CH:8][CH:7]=[CH:6][C:5]=3[N:4]=[CH:3][C:2]=2[N:1]=1. Procedure: Using the method of Example 49, 3-amino-4-[2-(phenyl)ethylamino]quinoline (from Example 130, Part B) was reacted with triethyl orthoacetate and acetic acid to provide 2-methyl-1-[2-(phenyl)ethyl]-1H-imidazo[4,5-c]-quinoline. The reactants are IC1=CC=CC=C1 (Iodobenzene), C(C)OC=1C=C2C(=NC1)C=CN2 (6-Ethoxy-1H-pyrrolo[3,2-b]pyridine), [Cl-].[Li+] (lithium chloride), CNCCNC (N,N′-dimethylethylenediamine), C([O-])([O-])=O.[K+].[K+] (potassium carbonate), [OH-].[NH4+] (ammonium hydroxide). The reagents and catalysts are [Cu]I (copper(I) iodide). Solvent: CN(C)C=O (DMF), CC(OCC)=O (EA). Reaction conditions: temperature 120 celsius, time 6 hour. The product is C(C)OC=1C=C2C(=NC1)C=CN2C2=CC=CC=C2 (6-Ethoxy-1-phenyl-1H-pyrrolo[3,2-b]pyridine). Isolated yield 77.1%. As a reaction SMILES: I[C:2]1[CH:7]=[CH:6][CH:5]=[CH:4][CH:3]=1.[CH2:8]([O:10][C:11]1[CH:12]=[C:13]2[NH:19][CH:18]=[CH:17][C:14]2=[N:15][CH:16]=1)[CH3:9].[Cl-].[Li+].CNCCNC.C(=O)([O-])[O-].[K+].[K+].[OH-].[NH4+]>CN(C=O)C.[Cu]I.CC(=O)OCC>[CH2:8]([O:10][C:11]1[CH:12]=[C:13]2[N:19]([C:2]3[CH:7]=[CH:6][CH:5]=[CH:4][CH:3]=3)[CH:18]=[CH:17][C:14]2=[N:15][CH:16]=1)[CH3:9] |f:2.3,5.6.7,8.9|. Procedure details: Iodobenzene (5.85 ml, 28.7 mmol) was added to a mixture of the compound of step 2 (3 g, 18.5 mmol), copper(I) iodide (387.6 mg, 2.04 mmol), lithium chloride (941.1 mg, 22.2 mmol), N,N′-dimethylethylenediamine (505.5 mg, 5.74 mmol) and potassium carbonate (9.10 g, 65.9 mmol) in DMF (50 ml). The reaction mixture was stirred at 120° C. for 6 h. After cooling to room temperature, a solution of ammonium hydroxide (10% in water) and EA were added. The organic layer was separated, washed twice with bri... The reactants are CCOC(=O)c1ncn2cc(Br)sc12, Cl, [K+], [OH-]. Yields the product O=C(O)c1ncn2cc(Br)sc12. Reaction SMILES: [Br:3][c:4]1[cH:5][n:6]2[c:7]([s:8]1)[c:9]([C:12](=[O:13])[O:14][CH2:15][CH3:16])[n:10][cH:11]2.[ClH:17].[K+:2].[OH-:1]>>[Br:3][c:4]1[cH:5][n:6]2[c:7]([s:8]1)[c:9]([C:12](=[O:13])[OH:14])[n:10][cH:11]2.